From a dataset of the Open Reaction Database (ORD), a public repository of structured organic reaction records. describe an organic reaction: reactants, conditions, products, and yield Reactants: COC(C(CC1=CC(=CC=C1)OCC(=O)O)OC)=O (3-(3-carboxymethoxy-phenyl)-2-methoxy-propionic acid methyl ester), C(C)C1=CC=C(C=C1)CCN (2-(4-ethyl-phenyl)-ethylamine), C(C)O[C@H](C(=O)O)CC1=CC=C(C=C1)O[C@H](C)C(NCCC1=CC=C(C=C1)OC1=CC=CC=C1)=O ((2S,1R)-2-ethoxy-3-(4-{1-[2-(4-phenoxy-phenyl)-ethylcarbamoyl]-ethoxy}-phenyl)-propionic acid). Product: C(C)C1=CC=C(C=C1)CCNC(=O)COC=1C=C(C=CC1)CC(C(=O)O)OC (3-(3-{[2-(4-ethyl-phenyl)-ethylcarbamoyl]-methoxy}-phenyl)-2-methoxy-propionic acid). As a reaction SMILES: C[O:2][C:3](=[O:19])[CH:4]([O:17][CH3:18])[CH2:5][C:6]1[CH:11]=[CH:10][CH:9]=[C:8]([O:12][CH2:13][C:14]([OH:16])=O)[CH:7]=1.[CH2:20]([C:22]1[CH:27]=[CH:26][C:25]([CH2:28][CH2:29][NH2:30])=[CH:24][CH:23]=1)[CH3:21].C(O[C@@H](CC1C=CC(O[C@@H](C(=O)NCCC2C=CC(OC3C=CC=CC=3)=CC=2)C)=CC=1)C(O)=O)C>>[CH2:20]([C:22]1[CH:27]=[CH:26][C:25]([CH2:28][CH2:29][NH:30][C:14]([CH2:13][O:12][C:8]2[CH:7]=[C:6]([CH2:5][CH:4]([O:17][CH3:18])[C:3]([OH:2])=[O:19])[CH:11]=[CH:10][CH:9]=2)=[O:16])=[CH:24][CH:23]=1)[CH3:21]. Procedure details: The title compound was prepared from 3-(3-carboxymethoxy-phenyl)-2-methoxy-propionic acid methyl ester (PREPARATION 4, step 2) and 2-(4-ethyl-phenyl)-ethylamine via the same procedure used for the preparation of (2S,1R)-2-ethoxy-3-(4-{1-[2-(4-phenoxy-phenyl)-ethylcarbamoyl]-ethoxy}-phenyl)-propionic acid (Example 1, step 3) to produce a colorless oil. MS (ES) for C22H27NO5 [M+H]+: 386. Starting materials: CCOC(=O)CBr, O=C([O-])[O-], CCOC(C)=O, [K+], [K+], CN(C)C=O, O=C(OCC1(O)CCCc2c(O)cccc2C1O)N(c1ccccc1)c1ccccc1. The product is CCOC(=O)COc1cccc2c1CCCC(O)(COC(=O)N(c1ccccc1)c1ccccc1)C2O. Reaction SMILES: [Br:38][CH2:39][C:40](=[O:41])[O:42][CH2:43][CH3:44].[C:32](=[O:33])([O-:34])[O-:35].[CH3:50][CH2:51][O:52][C:53]([CH3:54])=[O:55].[K+:36].[K+:37].[O:45]=[CH:46][N:47]([CH3:48])[CH3:49].[c:1]1([N:7]([C:8]([O:9][CH2:10][C:11]2([OH:24])[CH:12]([OH:23])[c:13]3[c:14]([c:18]([OH:22])[cH:19][cH:20][cH:21]3)[CH2:15][CH2:16][CH2:17]2)=[O:25])[c:26]2[cH:27][cH:28][cH:29][cH:30][cH:31]2)[cH:2][cH:3][cH:4][cH:5][cH:6]1>>[c:1]1([N:7]([C:8]([O:9][CH2:10][C:11]2([OH:24])[CH:12]([OH:23])[c:13]3[c:14]([c:18]([O:22][CH2:39][C:40](=[O:41])[O:42][CH2:43][CH3:44])[cH:19][cH:20][cH:21]3)[CH2:15][CH2:16][CH2:17]2)=[O:25])[c:26]2[cH:27][cH:28][cH:29][cH:30][cH:31]2)[cH:2][cH:3][cH:4][cH:5][cH:6]1. Starting materials: ice, [OH-].[Na+] (sodium hydroxide), ClN1N=NC2=C1C=CC=C2 (N-chlorobenzotriazole), FC(C1=CC(=CC=C1)C1=CC=NC=2N1N=CC2)(F)F (7-(α,α,α-trifluoro-m-tolyl)pyrazolo[1,5-a]pyrimidine), C(Cl)(Cl)Cl (chloroform). Run in C(Cl)Cl (methylene chloride). The product is ClC=1C=NN2C1N=CC=C2C=2C=C(C=CC2)C(F)(F)F (3-Chloro-7-(α,α,α-trifluoro-m-tolyl)pyrazolo[1,5-a]pyrimidine). Reaction SMILES: [Cl:1]N1C2C=CC=CC=2N=N1.[F:11][C:12]([F:29])([F:28])[C:13]1[CH:18]=[CH:17][CH:16]=[C:15]([C:19]2[N:24]3[N:25]=[CH:26][CH:27]=[C:23]3[N:22]=[CH:21][CH:20]=2)[CH:14]=1.C(Cl)(Cl)Cl.[OH-].[Na+]>C(Cl)Cl>[Cl:1][C:27]1[CH:26]=[N:25][N:24]2[C:19]([C:15]3[CH:14]=[C:13]([C:12]([F:28])([F:11])[F:29])[CH:18]=[CH:17][CH:16]=3)=[CH:20][CH:21]=[N:22][C:23]=12 |f:3.4|. Procedure: A 3.3 g. portion of N-chlorobenzotriazole is added to a solution of 5.26 g. of 7-(α,α,α-trifluoro-m-tolyl)pyrazolo[1,5-a]pyrimidine in 50 ml. of chloroform producing an exothermic reaction. The mixture is refluxed on a steam bath for 15 minutes, cooled to room temperature and then poured into an ice-cold solution of 2.5 N sodium hydroxide. The organic layer is separated, dried over socium sulfate and passed through a hydrous magnesium silicate column. The effluent is heated to reflux and hexane ... The reactants are FC1=CC=C(C=C1)C(O)(C1CCNCC1)C1=CC=C(C=C1)F ([α,α-bis(p-fluorophenyl)]-4-piperidinemethanol), C(C)OC(=O)C=1OC2=C(C(C1)=O)C=CC(=C2)OCCCCl (7-(3-chloropropoxy)-4-oxo-4H-1-benzopyran-2-carboxylic acid ethyl ester), C([O-])([O-])=O.[Na+].[Na+] (sodium carbonate), [I-].[K+] (potassium iodide), Cl (hydrogen chloride). Run in C(C)#N (acetonitrile). Product: Cl.C(C)OC(=O)C=1OC2=C(C(C1)=O)C=CC(=C2)OCCCN2CCC(CC2)C(O)(C2=CC=C(C=C2)F)C2=CC=C(C=C2)F (7-[3-[4-[Bis(4-fluorophenyl)hydroxymethyl]-1-piperidinyl]propoxy]-4-oxo-4H-1-benzopyran-2-carboxylic acid ethyl ester hydrochloride). The yield is 30.9%. RXN SMILES: [F:1][C:2]1[CH:7]=[CH:6][C:5]([C:8]([C:16]2[CH:21]=[CH:20][C:19]([F:22])=[CH:18][CH:17]=2)([CH:10]2[CH2:15][CH2:14][NH:13][CH2:12][CH2:11]2)[OH:9])=[CH:4][CH:3]=1.[CH2:23]([O:25][C:26]([C:28]1[O:29][C:30]2[CH:38]=[C:37]([O:39][CH2:40][CH2:41][CH2:42][Cl:43])[CH:36]=[CH:35][C:31]=2[C:32](=[O:34])[CH:33]=1)=[O:27])[CH3:24].C(=O)([O-])[O-].[Na+].[Na+].[I-].[K+].Cl>C(#N)C>[ClH:43].[CH2:23]([O:25][C:26]([C:28]1[O:29][C:30]2[CH:38]=[C:37]([O:39][CH2:40][CH2:41][CH2:42][N:13]3[CH2:12][CH2:11][CH:10]([C:8]([C:16]4[CH:17]=[CH:18][C:19]([F:22])=[CH:20][CH:21]=4)([C:5]4[CH:6]=[CH:7][C:2]([F:1])=[CH:3][CH:4]=4)[OH:9])[CH2:15][CH2:14]3)[CH:36]=[CH:35][C:31]=2[C:32](=[O:34])[CH:33]=1)=[O:27])[CH3:24] |f:2.3.4,5.6,9.10|. Reported procedure: A mixture of 3.0 g (0.01 mole) of [α,α-bis(p-fluorophenyl)]-4-piperidinemethanol, 3.1 g (0.01 mol) of 7-(3-chloropropoxy)-4-oxo-4H-1-benzopyran-2-carboxylic acid ethyl ester, 5.3 g (0.05 mole) of anhydrous sodium carbonate and 0.3 g of potassium iodide in 150 ml of acetonitrile heated at reflux for 48 hr gave a gum as residue. The gum was purified by column chromatography on 120 g of Florisil®. The desired fractions eluted with 10% acetone in benzene were combined and concentrated under reduced ... Starting materials: COC([C@H](C(C)(C)C)NC(=O)C=1N=C(C2=CC(=CC=C2C1)C(NC1CCC(CC1)C(C)(C)C)=O)CC1CCCC1)=O ((2S)-{[7-(4-tert-butyl-cyclohexylcarbamoyl)-1-cyclopentylmethyl-isoquinoline-3-carbonyl]-amino}3,3-dimethylbutyric acid methyl ester), [Li+].[OH-] (LiOH). Solvent: C1CCOC1.CO (THF MeOH). Yields the product C(C)(C)(C)C1CCC(CC1)NC(=O)C1=CC=C2C=C(N=C(C2=C1)CC1CCCC1)C(=O)N[C@H](C(=O)O)C(C)(C)C (2(S)-{[7-(4-tert-butyl-cyclohexylcarbamoyl)-1-cyclopentylmethyl-isoquinoline-3-carbonyl]amino}3,3-dimethylbutyric acid). The yield is 85.3%. Reaction SMILES: C[O:2][C:3](=[O:41])[C@@H:4]([NH:9][C:10]([C:12]1[N:13]=[C:14]([CH2:35][CH:36]2[CH2:40][CH2:39][CH2:38][CH2:37]2)[C:15]2[C:20]([CH:21]=1)=[CH:19][CH:18]=[C:17]([C:22](=[O:34])[NH:23][CH:24]1[CH2:29][CH2:28][CH:27]([C:30]([CH3:33])([CH3:32])[CH3:31])[CH2:26][CH2:25]1)[CH:16]=2)=[O:11])[C:5]([CH3:8])([CH3:7])[CH3:6].[Li+].[OH-]>C1COCC1.CO>[C:30]([CH:27]1[CH2:28][CH2:29][CH:24]([NH:23][C:22]([C:17]2[CH:16]=[C:15]3[C:20]([CH:21]=[C:12]([C:10]([NH:9][C@@H:4]([C:5]([CH3:8])([CH3:7])[CH3:6])[C:3]([OH:41])=[O:2])=[O:11])[N:13]=[C:14]3[CH2:35][CH:36]3[CH2:37][CH2:38][CH2:39][CH2:40]3)=[CH:19][CH:18]=2)=[O:34])[CH2:25][CH2:26]1)([CH3:33])([CH3:32])[CH3:31] |f:1.2,3.4|. Procedure details: A solution of (2S)-{[7-(4-tert-butyl-cyclohexylcarbamoyl)-1-cyclopentylmethyl-isoquinoline-3-carbonyl]-amino}3,3-dimethylbutyric acid methyl ester (18 mg, 0.032 mmol) in THF:MeOH(4:1, 2.0 mL) was treated with a solution of LiOH (2.0 M, 0.240 mL) by the general procedure I to give 15 mg of 2(S)-{[7-(4-tert-butyl-cyclohexylcarbamoyl)-1-cyclopentylmethyl-isoquinoline-3-carbonyl]amino}3,3-dimethylbutyric acid as a white solid. The reactants are COCCc1ccccc1S(=O)(=O)NC(C)(C)C, CCCCCC, O=C(O)C(F)(F)F. Product: COCCc1ccccc1S(N)(=O)=O. As a reaction SMILES: [CH3:1][O:2][CH2:3][CH2:4][c:5]1[c:6]([S:11](=[O:12])(=[O:13])[NH:14][C:15]([CH3:16])([CH3:17])[CH3:18])[cH:7][cH:8][cH:9][cH:10]1.[CH3:26][CH2:27][CH2:28][CH2:29][CH2:30][CH3:31].[OH:19][C:20]([C:21]([F:22])([F:23])[F:24])=[O:25]>>[CH3:1][O:2][CH2:3][CH2:4][c:5]1[c:6]([S:11](=[O:12])(=[O:13])[NH2:14])[cH:7][cH:8][cH:9][cH:10]1. The reactants are O=C([O-])[O-], Cc1onc(-c2ccccc2)c1-c1cn2ccc(C#C[Si](C)(C)C)cc2n1, CO, [K+], [K+]. Yields the product C#Cc1ccn2cc(-c3c(-c4ccccc4)noc3C)nc2c1. As a reaction SMILES: [C:28](=[O:29])([O-:30])[O-:31].[CH3:1][c:2]1[c:3](-[c:13]2[n:14][c:15]3[n:16]([cH:17][cH:18][c:19]([C:21]#[C:22][Si:23]([CH3:24])([CH3:25])[CH3:26])[cH:20]3)[cH:27]2)[c:4](-[c:7]2[cH:8][cH:9][cH:10][cH:11][cH:12]2)[n:5][o:6]1.[CH3:34][OH:35].[K+:32].[K+:33]>>[CH3:1][c:2]1[c:3](-[c:13]2[n:14][c:15]3[n:16]([cH:17][cH:18][c:19]([C:21]#[CH:22])[cH:20]3)[cH:27]2)[c:4](-[c:7]2[cH:8][cH:9][cH:10][cH:11][cH:12]2)[n:5][o:6]1. The reactants are O1C(=CC2=C1C=CC=C2)C(=O)NC=2SC=C(C2C(=O)OC(C)(C)C)OS(=O)(=O)C(F)(F)F (tert-Butyl 2-(benzo[d]furan-2-ylcarbonylamino)-4-[(trifluoromethyl)sulfonyloxy]-thiophene-3-carboxylate), C(C)O (ethanol), CC1=CC=C(C2=CC=CC=C12)B(O)O ((4-methyl-1-naphthyl)boronic acid), C([O-])([O-])=O.[Na+].[Na+] (sodium carbonate). Reagents/catalysts: C=1C=CC(=CC1)[P](C=2C=CC=CC2)(C=3C=CC=CC3)[Pd]([P](C=4C=CC=CC4)(C=5C=CC=CC5)C=6C=CC=CC6)([P](C=7C=CC=CC7)(C=8C=CC=CC8)C=9C=CC=CC9)[P](C=1C=CC=CC1)(C=1C=CC=CC1)C=1C=CC=CC1 (tetrakis(triphenylphosphine)palladium(0)). Run in C1(=CC=CC=C1)C (toluene), O (water). Conditions: temperature 70 celsius, time 2 hour. The product is O1C(=CC2=C1C=CC=C2)C(=O)NC=2SC=C(C2C(=O)O)C2=CC=C(C1=CC=CC=C21)C (2-(benzofuran-2-carbonylamino)-4-(4-methyl-1-naphthyl)thiophene-3-carboxylic acid). Yield: 26.0%. RXN SMILES: [O:1]1[C:5]2[CH:6]=[CH:7][CH:8]=[CH:9][C:4]=2[CH:3]=[C:2]1[C:10]([NH:12][C:13]1[S:14][CH:15]=[C:16](OS(C(F)(F)F)(=O)=O)[C:17]=1[C:18]([O:20]C(C)(C)C)=[O:19])=[O:11].[CH3:33][C:34]1[C:43]2[C:38](=[CH:39][CH:40]=[CH:41][CH:42]=2)[C:37](B(O)O)=[CH:36][CH:35]=1.C(=O)([O-])[O-].[Na+].[Na+].C(O)C>C1C=CC([P]([Pd]([P](C2C=CC=CC=2)(C2C=CC=CC=2)C2C=CC=CC=2)([P](C2C=CC=CC=2)(C2C=CC=CC=2)C2C=CC=CC=2)[P](C2C=CC=CC=2)(C2C=CC=CC=2)C2C=CC=CC=2)(C2C=CC=CC=2)C2C=CC=CC=2)=CC=1.O.C1(C)C=CC=CC=1>[O:1]1[C:5]2[CH:6]=[CH:7][CH:8]=[CH:9][C:4]=2[CH:3]=[C:2]1[C:10]([NH:12][C:13]1[S:14][CH:15]=[C:16]([C:37]2[C:38]3[C:43](=[CH:42][CH:41]=[CH:40][CH:39]=3)[C:34]([CH3:33])=[CH:35][CH:36]=2)[C:17]=1[C:18]([OH:20])=[O:19])=[O:11] |f:2.3.4,^1:59,61,80,99|. Procedure details: Tert-butyl 2-(benzofuran-2-carbonylamino)-4-(trifluoromethylsulfonyloxy)thiophene-3-carboxylate (7), (4-methyl-1-naphthyl)boronic acid (46), tetrakis(triphenylphosphine)palladium(0), and sodium carbonate were combined in 2:1:1 ethanol, toluene and water the biphasic mixture was stirred vigorously in sealed vial at 70° C. After 2 hours, the mixture was filtered through Celite and the Celite rinsed with methylene chloride. The organic fraction of the filtrate was washed with water, dried with sodi... The reactants are C(CCCCCCCCCCC)O[N+](=O)[O-].[Na] (sodium dodecylnitrate), three, [OH-].[K+] (potassium hydroxide), C(C(=C)C)(=O)OC (methyl methacrylate), C(C=C)(=O)O (acrylic acid), six, S(=O)(=O)([O-])OOS(=O)(=O)[O-].[K+].[K+] (potassium persulfate), aqueous solution, S(=O)(=O)([O-])OOS(=O)(=O)[O-].[K+].[K+] (potassium persulfate), C(C=C)(=O)OCC (ethyl acrylate). Run in O (water). Conditions: temperature 75 celsius. Yields the product C(C(=C)C)(=O)OC.C(C=C)(=O)OCC.C(C=C)(=O)O (methyl methacrylate ethyl acrylate acrylic acid). RXN SMILES: C(O[N+]([O-])=O)CCCCCCCCCCC.[Na].S(OOS([O-])(=O)=O)([O-])(=O)=O.[K+].[K+].[C:30]([O:35][CH3:36])(=[O:34])[C:31]([CH3:33])=[CH2:32].[C:37]([O:41][CH2:42][CH3:43])(=[O:40])[CH:38]=[CH2:39].[C:44]([OH:48])(=[O:47])[CH:45]=[CH2:46].[OH-].[K+]>O>[C:30]([O:35][CH3:36])(=[O:34])[C:31]([CH3:33])=[CH2:32].[C:37]([O:41][CH2:42][CH3:43])(=[O:40])[CH:38]=[CH2:39].[C:44]([OH:48])(=[O:47])[CH:45]=[CH2:46] |f:0.1,2.3.4,8.9,11.12.13,^1:16|. Reported procedure: 1.5 g of sodium dodecylnitrate was introduced into a 1 liter three necked flask which had been furnished with an agitator and a reflux condenser and dissolved in 300 ml of water. Next, the reaction vessel was heated to 75° C under nitrogen stream and the solution was agitated at 200 rpm. At this point, 40 g of a 3% aqueous solution of potassium persulfate was added, followed by the dropwise addition over a period of 3 hours of a solution mixture comprising 150 g of methyl methacrylate, 87.5 g of... The reactants are NC1=CC=C2C(=N1)C(=CN2)C2CCN(CC2)C (5-amino-3-(1-methylpiperidin-4-yl)pyrrolo[3,2-b]pyridine), O1C(=CC=C1)C(=O)Cl (2-furoyl chloride). Product: O1C(=CC=C1)C(=O)NC1=CC=C2C(=N1)C(=CN2)C2CCN(CC2)C (5-(N-[2-furoyl]amino)-3-(1-methylpiperidin-4-yl)pyrrolo[3,2-b]pyridine). Yield: 31.9%. As a reaction SMILES: [NH2:1][C:2]1[N:7]=[C:6]2[C:8]([CH:11]3[CH2:16][CH2:15][N:14]([CH3:17])[CH2:13][CH2:12]3)=[CH:9][NH:10][C:5]2=[CH:4][CH:3]=1.[O:18]1[CH:22]=[CH:21][CH:20]=[C:19]1[C:23](Cl)=[O:24]>>[O:18]1[CH:22]=[CH:21][CH:20]=[C:19]1[C:23]([NH:1][C:2]1[N:7]=[C:6]2[C:8]([CH:11]3[CH2:16][CH2:15][N:14]([CH3:17])[CH2:13][CH2:12]3)=[CH:9][NH:10][C:5]2=[CH:4][CH:3]=1)=[O:24]. Procedure details: Beginning with 0.200 gm (0.87 mMol) 5-amino-3-(1-methylpiperidin-4-yl)pyrrolo[3,2-b]pyridine and 0.171 mL (1.74 mMol) 2-furoyl chloride, 0.090 gm (32%) of the title compound was recovered as a crystalline solid from methanol/ethyl acetate by the procedure described in Example 16.